From a dataset of the Open Reaction Database (ORD), a public repository of structured organic reaction records. describe an organic reaction: reactants, conditions, products, and yield Reactants: CC(=O)O, [K+], [N-]=C=O, NCCNc1ccc([N+](=O)[O-])cc1, O. The product is NC(=O)NCCNc1ccc([N+](=O)[O-])cc1. As a reaction SMILES: [CH3:14][C:15](=[O:16])[OH:17].[K+:21].[N-:18]=[C:19]=[O:20].[NH2:1][CH2:2][CH2:3][NH:4][c:5]1[cH:6][cH:7][c:8]([N+:11](=[O:12])[O-:13])[cH:9][cH:10]1.[OH2:22]>>[NH:1]([CH2:2][CH2:3][NH:4][c:5]1[cH:6][cH:7][c:8]([N+:11](=[O:12])[O-:13])[cH:9][cH:10]1)[C:19]([NH2:18])=[O:20].